Dataset: the Open Reaction Database (ORD), a public repository of structured organic reaction records. Task: describe an organic reaction: reactants, conditions, products, and yield The reactants are Cc1c(Br)ccc2c1CC(=O)N2, O=Cc1[nH]cc2c1CCOC2=O. Yields the product Cc1c(Br)ccc2c1C(=Cc1[nH]cc3c1CCOC3=O)C(=O)N2. RXN SMILES: [Br:1][c:2]1[c:3]([CH3:12])[c:4]2[c:8]([cH:9][cH:10]1)[NH:7][C:6](=[O:11])[CH2:5]2.[O:13]=[C:14]1[O:15][CH2:16][CH2:17][c:18]2[c:19]1[cH:20][nH:21][c:22]2[CH:23]=[O:24]>>[Br:1][c:2]1[c:3]([CH3:12])[c:4]2[c:8]([cH:9][cH:10]1)[NH:7][C:6](=[O:11])[C:5]2=[CH:23][c:22]1[c:18]2[c:19]([cH:20][nH:21]1)[C:14](=[O:13])[O:15][CH2:16][CH2:17]2. Starting materials: C[O-].[Na+] (sodium methoxide), S(=O)(Cl)Cl (thionyl chloride), N1C(C(=O)O)CCCC1 (pipecolinic acid). The solvent is CO (methanol), CO (methanol), CO (methanol), CCOCC (ether). Conditions: time 8 hour. Product: C(=O)(OC)C1NCCCC1 (2-Carbomethoxy piperidine). Yield: 85.9%. Reaction SMILES: [NH:1]1[CH2:9][CH2:8][CH2:7][CH2:6][CH:2]1[C:3]([OH:5])=[O:4].S(Cl)(Cl)=O.[CH3:14][O-].[Na+]>CO.CCOCC>[C:3]([CH:2]1[CH2:6][CH2:7][CH2:8][CH2:9][NH:1]1)([O:5][CH3:14])=[O:4] |f:2.3|. Procedure: A slurry of 26 g (0.20 mole) of pipecolinic acid in 100 ml of methanol is cooled to -10° and 16.7 ml (0.22 mole) of thionyl chloride added over 5 minutes. The slurry is allowed to warm to ambient temperature and stirred overnight whereupon a thick slurry forms. Addition of 300 ml of methanol gives a solution which is evaporated in vacuo. The residue is suspended in 100 ml in methanol, treated with a solution of 10.8 g (0.2 mole) of sodium methoxide in 100 ml of methanol, and diluted with 400 ml ... The reactants are ice, NC=1C=NC=CC1 (3-aminopyridine), ice, Cl.C[C@H]1COCCN1C1=NC(=NC(=N1)C1=C(C=CC=C1)S(=O)(=O)C)C1=CC=C(N)C=C1 ((S)-4-(4-(3-methylmorpholino)-6-(2-(methylsulfonyl)phenyl)-1,3,5-triazin-2-yl)aniline hydrochloride), ClC(Cl)(OC(OC(Cl)(Cl)Cl)=O)Cl (triphosgene). Solvent: C1CCOC1.N1=CC=CC=C1 (THF pyridine), C1CCOC1.N1=CC=CC=C1 (THF pyridine). Conditions: time 5 minute. The product is C[C@H]1COCCN1C1=NC(=NC(=N1)C1=C(C=CC=C1)S(=O)(=O)C)C1=CC=C(C=C1)NC(=O)NC=1C=NC=CC1 ((S)-1-(4-(4-(3-methylmorpholino)-6-(2-(methylsulfonyl)phenyl)-1,3,5-triazin-2-yl)phenyl)-3-(pyridin-3-yl)urea). RXN SMILES: Cl.[CH3:2][C@@H:3]1[N:8]([C:9]2[N:14]=[C:13]([C:15]3[CH:20]=[CH:19][CH:18]=[CH:17][C:16]=3[S:21]([CH3:24])(=[O:23])=[O:22])[N:12]=[C:11]([C:25]3[CH:31]=[CH:30][C:28]([NH2:29])=[CH:27][CH:26]=3)[N:10]=2)[CH2:7][CH2:6][O:5][CH2:4]1.ClC(Cl)(O[C:36](=[O:42])OC(Cl)(Cl)Cl)Cl.[NH2:44][C:45]1[CH:46]=[N:47][CH:48]=[CH:49][CH:50]=1>C1COCC1.N1C=CC=CC=1>[CH3:2][C@@H:3]1[N:8]([C:9]2[N:14]=[C:13]([C:15]3[CH:20]=[CH:19][CH:18]=[CH:17][C:16]=3[S:21]([CH3:24])(=[O:23])=[O:22])[N:12]=[C:11]([C:25]3[CH:26]=[CH:27][C:28]([NH:29][C:36]([NH:44][C:45]4[CH:46]=[N:47][CH:48]=[CH:49][CH:50]=4)=[O:42])=[CH:30][CH:31]=3)[N:10]=2)[CH2:7][CH2:6][O:5][CH2:4]1 |f:0.1,4.5|. Procedure: To an ice cold solution of (S)-4-(4-(3-methylmorpholino)-6-(2-(methylsulfonyl)phenyl)-1,3,5-triazin-2-yl)aniline hydrochloride (0.217 g, 0.47 mmol) in THF/pyridine (4:1 respective ratio, 10 ml) was added triphosgene (1 eq) portionwise. The resulting suspension was stirred for five minutes before adding to an ice cold solution of 3-aminopyridine (4 eq) in THF/pyridine (4:1 respective ratio, 2 ml). The reaction was stirred at 0° C. for 1 hr after which time it was quenched by addition of methanol ... The reactants are O=C(NCC1CN(Cc2ccc(Cl)c(Cl)c2)CCO1)Oc1ccc([N+](=O)[O-])cc1, CNc1ccc(F)cc1, c1ccncc1. Yields the product CN(C(=O)NCC1CN(Cc2ccc(Cl)c(Cl)c2)CCO1)c1ccc(F)cc1. RXN SMILES: [Cl:10][c:11]1[cH:12][c:13]([CH2:14][N:15]2[CH2:16][CH:17]([CH2:21][NH:22][C:23]([O:24][c:25]3[cH:26][cH:27][c:28]([N+:29]([O-:30])=[O:31])[cH:32][cH:33]3)=[O:34])[O:18][CH2:19][CH2:20]2)[cH:35][cH:36][c:37]1[Cl:38].[F:1][c:2]1[cH:3][cH:4][c:5]([NH:6][CH3:7])[cH:8][cH:9]1.[cH:39]1[cH:40][cH:41][n:42][cH:43][cH:44]1>>[F:1][c:2]1[cH:3][cH:4][c:5]([N:6]([CH3:7])[C:23]([NH:22][CH2:21][CH:17]2[CH2:16][N:15]([CH2:14][c:13]3[cH:12][c:11]([Cl:10])[c:37]([Cl:38])[cH:36][cH:35]3)[CH2:20][CH2:19][O:18]2)=[O:34])[cH:8][cH:9]1. Reactants: C(C)N(C(C)C)C(C)C (N-ethyldiisopropylamine), ClCC1=NN=NN1C (5-chloromethyl-1-methyl-tetrazole), [I-].[Na+] (sodium iodide), NC=1SC=C(N1)/C(/C(=O)OCC)=N/O (ethyl 2-(2-amino-4-thiazolyl)-2-(Z)-hydroxyimino-acetate). The solvent is C(C)#N (acetonitrile), C(C)(=O)OCC (ethyl acetate). Run at time 12 hour. Product: NC=1SC=C(N1)/C(/C(=O)OCC)=N/OCC1=NN=NN1C (ethyl 2-(2-amino-4-thiazolyl)-2-[(Z)-[(1-methyl-1H-tetrazol-5-yl)methoxy]imino]-acetate). Isolated yield 154.7%. As a reaction SMILES: [NH2:1][C:2]1[S:3][CH:4]=[C:5](/[C:7](=[N:13]/[OH:14])/[C:8]([O:10][CH2:11][CH3:12])=[O:9])[N:6]=1.C(N(C(C)C)C(C)C)C.Cl[CH2:25][C:26]1[N:30]([CH3:31])[N:29]=[N:28][N:27]=1.[I-].[Na+]>C(#N)C.C(OCC)(=O)C>[NH2:1][C:2]1[S:3][CH:4]=[C:5](/[C:7](=[N:13]/[O:14][CH2:25][C:26]2[N:30]([CH3:31])[N:29]=[N:28][N:27]=2)/[C:8]([O:10][CH2:11][CH3:12])=[O:9])[N:6]=1 |f:3.4|. Reported procedure: 17.7 g of ethyl 2-(2-amino-4-thiazolyl)-2-(Z)-hydroxyimino-acetate are suspended in 320 ml of acetonitrile, treated successively with 27.6 ml of N-ethyldiisopropylamine, 16 g of 5-chloromethyl-1-methyl-tetrazole and 24 g of sodium iodide and the mixture is stirred at room temperature for 12 hours. The mixture is subsequently diluted with 1.5 l of ethyl acetate, washed three times with 500 ml of water each time, dried over magnesium sulphate and concentrated. There are obtained 39.6 g of ethyl 2-... Starting materials: O=[N+]([O-])c1ccc(-c2ccc(S(=O)(=O)Cl)cc2)cc1, NCc1ccccc1, CN(C)C=O, O. The product is O=[N+]([O-])c1ccc(-c2ccc(S(=O)(=O)NCc3ccccc3)cc2)cc1. As a reaction SMILES: [N+:9](=[O:10])([O-:11])[c:12]1[cH:13][cH:14][c:15](-[c:18]2[cH:19][cH:20][c:21]([S:24](=[O:25])(=[O:26])[Cl:27])[cH:22][cH:23]2)[cH:16][cH:17]1.[NH2:1][CH2:2][c:3]1[cH:4][cH:5][cH:6][cH:7][cH:8]1.[O:29]=[CH:30][N:31]([CH3:32])[CH3:33].[OH2:28]>>[NH:1]([CH2:2][c:3]1[cH:4][cH:5][cH:6][cH:7][cH:8]1)[S:24]([c:21]1[cH:20][cH:19][c:18](-[c:15]2[cH:14][cH:13][c:12]([N+:9](=[O:10])[O-:11])[cH:17][cH:16]2)[cH:23][cH:22]1)(=[O:25])=[O:26]. Starting materials: S(=O)(=O)(OC)OC (dimethyl sulfate), CC1=CC2=C(N3C(S2)=NCC3)C=C1NC=O (N-(2,3-dihydro-7-methylimidazo[2,1-b]benzothiazol-6-yl)formamide), CN(P(N(C)C)(N(C)C)=O)C (hexamethylphosphoric triamide), [H-].[Na+] (sodium hydride). Run in O (water), CC(CC(C)=O)C (4-Methyl-2-pentanone). Conditions: time 2 hour. The product is CC1=CC2=C(N3C(S2)=NCC3)C=C1N(C=O)C (N-(2,3-dihydro-7-methylimidazo[2,1-b]benzothiazol-6-yl)-N-methylformamide). As a reaction SMILES: [CH3:1][C:2]1[C:13]([NH:14][CH:15]=[O:16])=[CH:12][C:5]2[N:6]3[CH2:11][CH2:10][N:9]=[C:7]3[S:8][C:4]=2[CH:3]=1.[CH3:17]N(C)P(=O)(N(C)C)N(C)C.[H-].[Na+].S(OC)(OC)(=O)=O>O.CC(C)CC(=O)C>[CH3:1][C:2]1[C:13]([N:14]([CH3:17])[CH:15]=[O:16])=[CH:12][C:5]2[N:6]3[CH2:11][CH2:10][N:9]=[C:7]3[S:8][C:4]=2[CH:3]=1 |f:2.3|. Reported procedure: To a stirred mixture of 5.5 parts of N-(2,3-dihydro-7-methylimidazo[2,1-b]benzothiazol-6-yl)formamide and 80 parts of hexamethylphosphoric triamide are added portionwise 1.24 parts of sodium hydride dispersion 75.8%. After stirring for 2 hours at room temperature, there are added dropwise 4.9 parts of dimethyl sulfate. Upon completion, stirring is continued for 3 hours at 50° C. and overnight at room temperature. 4-Methyl-2-pentanone and water are added and the layers are separated. The aqueous ...